Dataset: the Open Reaction Database (ORD), a public repository of structured organic reaction records. Task: describe an organic reaction: reactants, conditions, products, and yield The reactants are C1CCOC1, COC(=O)c1ccc2c(c1)C(c1cccs1)=CCC2(C)C, CCO, [Na+], [OH-]. Product: CC1(C)CC=C(c2cccs2)c2cc(C(=O)O)ccc21. As a reaction SMILES: [CH2:27]1[O:28][CH2:29][CH2:30][CH2:31]1.[CH3:1][C:2]1([CH3:21])[c:3]2[cH:4][cH:5][c:6]([C:17](=[O:18])[O:19][CH3:20])[cH:7][c:8]2[C:9]([c:12]2[s:13][cH:14][cH:15][cH:16]2)=[CH:10][CH2:11]1.[CH3:24][CH2:25][OH:26].[Na+:23].[OH-:22]>>[CH3:1][C:2]1([CH3:21])[c:3]2[cH:4][cH:5][c:6]([C:17](=[O:18])[OH:19])[cH:7][c:8]2[C:9]([c:12]2[s:13][cH:14][cH:15][cH:16]2)=[CH:10][CH2:11]1. The reactants are COC(=O)c1ccccc1N, COC1CCC(OC)O1, COC(=O)c1ccccc1-n1cccc1, CC(=O)O, [K], [Na+], [OH-]. The product is O=C(O)c1ccccc1-n1cccc1. As a reaction SMILES: [C:1]([O:2][CH3:3])(=[O:4])[c:5]1[c:6]([NH2:11])[cH:7][cH:8][cH:9][cH:10]1.[CH3:12][O:13][CH:14]1[CH2:15][CH2:16][CH:17]([O:18][CH3:19])[O:20]1.[CH3:21][O:22][C:23](=[O:24])[c:25]1[c:26](-[n:31]2[cH:32][cH:33][cH:34][cH:35]2)[cH:27][cH:28][cH:29][cH:30]1.[CH3:39][C:40](=[O:41])[OH:42].[K:36].[Na+:38].[OH-:37]>>[O:22]=[C:23]([OH:24])[c:25]1[c:26](-[n:31]2[cH:32][cH:33][cH:34][cH:35]2)[cH:27][cH:28][cH:29][cH:30]1.